Dataset: the Open Reaction Database (ORD), a public repository of structured organic reaction records. Task: describe an organic reaction: reactants, conditions, products, and yield Product: CS(=O)(=O)c1cccc(C=O)c1. Starting materials: CS(=O)(=O)c1cccc(CO)c1, ClCCl, O=[Cr](=O)([O-])Cl, c1cc[nH+]cc1. RXN SMILES: [CH3:1][S:2](=[O:3])(=[O:4])[c:5]1[cH:6][c:7]([CH2:11][OH:12])[cH:8][cH:9][cH:10]1.[Cl:24][CH2:25][Cl:26].[O:13]=[Cr:14]([Cl:15])([O-:16])=[O:17].[nH+:18]1[cH:19][cH:20][cH:21][cH:22][cH:23]1>>[CH3:1][S:2](=[O:3])(=[O:4])[c:5]1[cH:6][c:7]([CH:11]=[O:12])[cH:8][cH:9][cH:10]1. Reactants: BrC=1C=CC(=NC1C=O)NC(C)=O (N-(5-bromo-6-formylpyridin-2-yl)acetamide), CC(C)(C)[S@](=O)N ((S)-2-methylpropane-2-sulfinamide). Reagents/catalysts: S(=O)(=O)([O-])[O-].[Cu+2] (Copper(II) sulfate). The solvent is C(Cl)Cl (DCM). Run at time 8 hour. The product is BrC=1C=CC(=NC1C=N[S@@](=O)C(C)(C)C)NC(C)=O ((S)—N-(5-bromo-6-(((tert-butylsulfinyl)imino)methyl)pyridin-2-yl)acetamide). Reaction SMILES: [Br:1][C:2]1[CH:3]=[CH:4][C:5]([NH:10][C:11](=[O:13])[CH3:12])=[N:6][C:7]=1[CH:8]=O.[CH3:14][C:15]([S@@:18]([NH2:20])=[O:19])([CH3:17])[CH3:16]>C(Cl)Cl.S([O-])([O-])(=O)=O.[Cu+2]>[Br:1][C:2]1[CH:3]=[CH:4][C:5]([NH:10][C:11](=[O:13])[CH3:12])=[N:6][C:7]=1[CH:8]=[N:20][S@:18]([C:15]([CH3:17])([CH3:16])[CH3:14])=[O:19] |f:3.4|. Procedure: Copper(II) sulfate (anhydrous 2.8 g, 17.2 mmol) was added to a solution of N-(5-bromo-6-formylpyridin-2-yl)acetamide (crude material, assume 8.6 mmol) and (S)-2-methylpropane-2-sulfinamide (1.2 g, 9.4 mmol) in DCM (30 ml). The suspension was stirred overnight at room temperature. The reaction was filtered and washed with DCM (3×20 ml). The filtrate was concentrated. The crude product was purified by flash column (30% EtOAc/Hexanes). MS (m/z) 346.1 [M+H]+. The reactants are COC(=O)C(CCSC)NC(=O)c1ccc(N)cc1-c1ccccc1, O=C(Cl)C(=O)Cl, ClCCl, [Na+], O=C([O-])O, CN(C)C=O, O=C(O)c1cccnc1. The product is COC(=O)C(CCSC)NC(=O)c1ccc(NC(=O)c2cccnc2)cc1-c1ccccc1. As a reaction SMILES: [CH3:16][O:17][C:18]([CH:19]([NH:20][C:21]([c:22]1[c:23](-[c:29]2[cH:30][cH:31][cH:32][cH:33][cH:34]2)[cH:24][c:25]([NH2:28])[cH:26][cH:27]1)=[O:35])[CH2:36][CH2:37][S:38][CH3:39])=[O:40].[Cl:10][C:11]([C:12]([Cl:13])=[O:14])=[O:15].[Cl:46][CH2:47][Cl:48].[Na+:45].[O-:41][C:42]([OH:43])=[O:44].[O:49]=[CH:50][N:51]([CH3:52])[CH3:53].[OH:1][C:2](=[O:3])[c:4]1[cH:5][cH:6][cH:7][n:8][cH:9]1>>[C:2](=[O:3])([c:4]1[cH:5][cH:6][cH:7][n:8][cH:9]1)[NH:28][c:25]1[cH:24][c:23](-[c:29]2[cH:30][cH:31][cH:32][cH:33][cH:34]2)[c:22]([C:21]([NH:20][CH:19]([C:18]([O:17][CH3:16])=[O:40])[CH2:36][CH2:37][S:38][CH3:39])=[O:35])[cH:27][cH:26]1. Starting materials: O (Water), BrC1=C(C#N)C=CC(=C1)F (2-bromo-4-fluorobenzonitrile), N[C@@H](C(=O)N)CC1CCCCC1 ((R)-2-amino-3-cyclohexylpropanamide), CCN(C(C)C)C(C)C (DIEA). The solvent is CCOC(=O)C (EtOAc), CS(=O)C (DMSO). Yields the product BrC=1C=C(C=CC1C#N)N[C@@H](C(=O)N)CC1CCCCC1 ((R)-2-(3-bromo-4-cyanophenylamino)-3-cyclohexylpropanamide). The yield is 63.4%. As a reaction SMILES: [Br:1][C:2]1[CH:9]=[C:8](F)[CH:7]=[CH:6][C:3]=1[C:4]#[N:5].[NH2:11][C@H:12]([CH2:16][CH:17]1[CH2:22][CH2:21][CH2:20][CH2:19][CH2:18]1)[C:13]([NH2:15])=[O:14].CCN(C(C)C)C(C)C.O>CS(C)=O.CCOC(C)=O>[Br:1][C:2]1[CH:9]=[C:8]([NH:11][C@H:12]([CH2:16][CH:17]2[CH2:22][CH2:21][CH2:20][CH2:19][CH2:18]2)[C:13]([NH2:15])=[O:14])[CH:7]=[CH:6][C:3]=1[C:4]#[N:5]. Procedure: A solution of 2-bromo-4-fluorobenzonitrile (200 mg, 1.00 mmol), (R)-2-amino-3-cyclohexylpropanamide (280 mg, 1.64 mmol) and DIEA (0.500 mL, 2.87 mmol) in DMSO (3 mL) was stirred at 120 C for 18 h. Water and EtOAc were added. The organic phase was separated, washed with 1N HCl, dried over Na2SO4, concentrated in vacuo. The residue was purified by a silica gel column, eluted with 0-70% EtOAc in hexane to give (R)-2-(3-bromo-4-cyanophenylamino)-3-cyclohexylpropanamide (222 mg).